Dataset: the Open Reaction Database (ORD), a public repository of structured organic reaction records. Task: describe an organic reaction: reactants, conditions, products, and yield The product is C1C(=O)OCC(=O)O1.C(C(O)CC(=O)O)(=O)O (Glycolide Malic Acid). As a reaction SMILES: [CH2:1]1[O:8][C:6](=[O:7])[CH2:5][O:4][C:2]1=[O:3].[C:9]([OH:17])(=[O:16])[CH:10]([CH2:12][C:13]([OH:15])=[O:14])[OH:11].CCCCC(C([O-])=O)CC.CCCCC(C([O-])=O)CC.[Sn+2]>>[CH2:1]1[O:8][C:6](=[O:7])[CH2:5][O:4][C:2]1=[O:3].[C:9]([OH:17])(=[O:16])[CH:10]([CH2:12][C:13]([OH:15])=[O:14])[OH:11] |f:2.3.4,5.6|. Reported procedure: The title microparticle was synthesized according to the method described in Example I(c) but using glycolide (2.586 mole, 300 g), anhydrous malic acid (0.172 mole, 23 g), and stannous octoate (0.2 M in toluene, 862 ml, 0.172 m mole). Differential Scanning Calorimetry was used to determine the polymer melting temperature (Tm=206° C.). Reactants: C1C(=O)OCC(=O)O1 (glycolide), C(C(O)CC(=O)O)(=O)O (malic acid), CCCCC(CC)C(=O)[O-].CCCCC(CC)C(=O)[O-].[Sn+2] (stannous octoate). Starting materials: C(C1=CC=CC=C1)(=O)NC1=CC=C(C=C1)C1=CC=C2CN(C(C2=C1)=O)[C@H](C(=O)O)C(C)C ((S)-2-(6-(4-Benzamidophenyl)-1-oxoisoindolin-2-yl)-3-methylbutanoic acid), ClC=1C=C(C(=O)NC2=CC=C(C=C2)C2=CC=C3CN(C(C3=C2)=O)[C@H](C(=O)OC)C(C)C)C=CC1 ((S)-Methyl 2-(6-(4-(3-chlorobenzamido)phenyl)-1-oxoisoindolin-2-yl)-3-methylbutanoate). Product: ClC=1C=C(C(=O)NC2=CC=C(C=C2)C2=CC=C3CN(C(C3=C2)=O)[C@H](C(=O)O)C(C)C)C=CC1 ((S)-2-(6-(4-(3-Chlorobenzamido)phenyl)-1-oxoisoindolin-2-yl)-3-methylbutanoic acid). The yield is 81.0%. As a reaction SMILES: C(NC1C=CC(C2C=C3C(CN([C@@H](C(C)C)C(O)=O)C3=O)=CC=2)=CC=1)(=O)C1C=CC=CC=1.[Cl:33][C:34]1[CH:35]=[C:36]([CH:64]=[CH:65][CH:66]=1)[C:37]([NH:39][C:40]1[CH:45]=[CH:44][C:43]([C:46]2[CH:54]=[C:53]3[C:49]([CH2:50][N:51]([C@@H:56]([CH:61]([CH3:63])[CH3:62])[C:57]([O:59]C)=[O:58])[C:52]3=[O:55])=[CH:48][CH:47]=2)=[CH:42][CH:41]=1)=[O:38]>>[Cl:33][C:34]1[CH:35]=[C:36]([CH:64]=[CH:65][CH:66]=1)[C:37]([NH:39][C:40]1[CH:45]=[CH:44][C:43]([C:46]2[CH:54]=[C:53]3[C:49]([CH2:50][N:51]([C@@H:56]([CH:61]([CH3:63])[CH3:62])[C:57]([OH:59])=[O:58])[C:52]3=[O:55])=[CH:48][CH:47]=2)=[CH:42][CH:41]=1)=[O:38]. Reported procedure: The compound of example 108 was prepared analogous to compound of example 98 by hydrolysis of compound of example 107. The reactants are CC1(OC[C@H](O1)C=O)C ((S)-2,2-dimethyl-1,3-dioxolane-4-carbaldehyde), [O-]S(=O)(=O)[O-].[Mg+2] (MgSO4), [O-]S(=O)(=O)[O-].[Mg+2] (MgSO4), COC1=C(CN)C=CC(=C1)OC (2,4-dimethoxybenzylamine). The solvent is C(Cl)Cl (DCM). Conditions: time 2 hour. Product: COC1=C(C=CC(=C1)OC)C/N=C/[C@H]1OC(OC1)(C)C ((R,E)-1-(2,4-dimethoxyphenyl)-N-((2,2-dimethyl-1,3-dioxolan-4-yl)methylene)methanamine). As a reaction SMILES: [O-]S([O-])(=O)=O.[Mg+2].[CH3:7][C:8]1([CH3:15])[O:12][C@H:11]([CH:13]=O)[CH2:10][O:9]1.[CH3:16][O:17][C:18]1[CH:25]=[C:24]([O:26][CH3:27])[CH:23]=[CH:22][C:19]=1[CH2:20][NH2:21]>C(Cl)Cl>[CH3:16][O:17][C:18]1[CH:25]=[C:24]([O:26][CH3:27])[CH:23]=[CH:22][C:19]=1[CH2:20]/[N:21]=[CH:13]/[C@@H:11]1[CH2:10][O:9][C:8]([CH3:7])([CH3:15])[O:12]1 |f:0.1|. Reported procedure: Prepared according to the procedure described by Hubschwerlen, C. and Schmid, G. Helv. Chim. Acta 1983, 66, 2206-2209 with the addition of MgSO4. To a suspension of (S)-2,2-dimethyl-1,3-dioxolane-4-carbaldehyde (Carbosynth LLC, 346 g, 43% in DCM, 1.143 mol) and MgSO4 (278 g) in DCM (1.5 L) at 0° C. was added 2,4-dimethoxybenzylamine (193 g, 1.154 mol) over 20 min. After stirring at rt for 2 h it was filtered, washing the filter cake with DCM (2×250 mL). The mother liquor was used directly in ste... Starting materials: P(=O)(Cl)(Cl)Cl (phosphorous oxychloride), C(CCCCCCCCCCCCCCC)O (1-hexadecanol). The solvent is C(Cl)(Cl)(Cl)Cl (carbon tetrachloride), C(Cl)(Cl)(Cl)Cl (carbon tetrachloride). Conditions: time 18 hour. Yields the product P(OCCCCCCCCCCCCCCCC)(=O)(Cl)Cl (Phosphorodichloridic acid, hexadecyl ester). As a reaction SMILES: [P:1]([Cl:5])(Cl)([Cl:3])=[O:2].[CH2:6]([OH:22])[CH2:7][CH2:8][CH2:9][CH2:10][CH2:11][CH2:12][CH2:13][CH2:14][CH2:15][CH2:16][CH2:17][CH2:18][CH2:19][CH2:20][CH3:21]>C(Cl)(Cl)(Cl)Cl>[P:1]([Cl:5])([Cl:3])(=[O:2])[O:22][CH2:6][CH2:7][CH2:8][CH2:9][CH2:10][CH2:11][CH2:12][CH2:13][CH2:14][CH2:15][CH2:16][CH2:17][CH2:18][CH2:19][CH2:20][CH3:21]. Procedure details: To a moisture protected solution of 28.4 ml of phosphorous oxychloride in 200 ml of carbon tetrachloride is added dropwise with stirring a solution of 50 g of 1-hexadecanol in 125 ml of carbon tetrachloride. After stirring at ambient temperature for 18 hours, the solvent is removed and the residue evaporated with toluene several times to give 71 g of the desired product as a vacuum dried water white oil. Starting materials: O1CCOC12CC=C(CC2)C2=CNC1=CC=C(C=C21)F (3-(1,4-dioxa-spiro[4,5]dec-7-en-8-yl)-5-fluoro-1H-indole). Reagents/catalysts: [Pd] (palladium on carbon). The solvent is C(C)O (ethanol). Reaction conditions: time 5 hour. The product is O1CCOC12CCC(CC2)C2=CNC1=CC=C(C=C21)F (3-(1,4-Dioxa-spiro[4,5]dec-8-yl)-5-fluoro-1H-indole). The yield is 88.2%. Reaction SMILES: [O:1]1[C:5]2([CH2:10][CH2:9][C:8]([C:11]3[C:19]4[C:14](=[CH:15][CH:16]=[C:17]([F:20])[CH:18]=4)[NH:13][CH:12]=3)=[CH:7][CH2:6]2)[O:4][CH2:3][CH2:2]1>[Pd].C(O)C>[O:4]1[C:5]2([CH2:6][CH2:7][CH:8]([C:11]3[C:19]4[C:14](=[CH:15][CH:16]=[C:17]([F:20])[CH:18]=4)[NH:13][CH:12]=3)[CH2:9][CH2:10]2)[O:1][CH2:2][CH2:3]1. Procedure: A mixture of of 3-(1,4-dioxa-spiro[4,5]dec-7-en-8-yl)-5-fluoro-1H-indole (8.5 g) and 10% palladium on carbon (2.72 g) in ethanol (200 ml) was hydrogenated for 5 hours. The catalyst was filtered off and the solvent removed under vacuum. Chromatography (methanol-methylene chloride) afforded 7.55 g (82%) of product as a white solid: mp 183-185° C. Starting materials: CS(C)=O, CC(C)NCCS(=O)(=O)c1ccc(Cl)cc1, Cl, [Na+], [OH-]. The product is Cl, CC(C)NCCS(=O)(=O)c1ccc(O)cc1. Reaction SMILES: [CH3:20][S:21](=[O:22])[CH3:23].[Cl:2][c:3]1[cH:4][cH:5][c:6]([S:9](=[O:10])(=[O:11])[CH2:12][CH2:13][NH:14][CH:15]([CH3:16])[CH3:17])[cH:7][cH:8]1.[ClH:1].[Na+:19].[OH-:18]>>[ClH:2].[c:3]1([OH:18])[cH:4][cH:5][c:6]([S:9](=[O:10])(=[O:11])[CH2:12][CH2:13][NH:14][CH:15]([CH3:16])[CH3:17])[cH:7][cH:8]1. Reactants: Cn1c(C(=O)NCCCC2(C)OCCO2)c2ccc(Cl)cc2c1-c1ccccc1, Cl, C1COCCO1, O. The product is CC(=O)CCCNC(=O)c1c2ccc(Cl)cc2c(-c2ccccc2)n1C. Reaction SMILES: [CH3:1][C:2]1([CH2:7][CH2:8][CH2:9][NH:10][C:11](=[O:12])[c:13]2[n:14]([CH3:29])[c:15](-[c:23]3[cH:24][cH:25][cH:26][cH:27][cH:28]3)[c:16]3[cH:17][c:18]([Cl:22])[cH:19][cH:20][c:21]23)[O:3][CH2:6][CH2:5][O:4]1.[ClH:36].[O:30]1[CH2:31][CH2:32][O:33][CH2:34][CH2:35]1.[OH2:37]>>[CH3:1][C:2](=[O:3])[CH2:7][CH2:8][CH2:9][NH:10][C:11](=[O:12])[c:13]1[n:14]([CH3:29])[c:15](-[c:23]2[cH:24][cH:25][cH:26][cH:27][cH:28]2)[c:16]2[cH:17][c:18]([Cl:22])[cH:19][cH:20][c:21]12.